From a dataset of the Open Reaction Database (ORD), a public repository of structured organic reaction records. describe an organic reaction: reactants, conditions, products, and yield Reactants: O=C([O-])O, Cc1nc(-c2ccc(CNC(=O)OC(C)(C)C)c([N+](=O)[O-])c2)no1, CCO, [Na+], Cl[Sn]Cl. Yields the product Cc1nc(-c2ccc(CNC(=O)OC(C)(C)C)c(N)c2)no1. RXN SMILES: [C:28](=[O:29])([OH:30])[O-:31].[CH3:1][c:2]1[n:3][c:4](-[c:7]2[cH:8][c:9]([N+:22]([O-:23])=[O:24])[c:10]([CH2:11][NH:12][C:13]([O:14][C:15]([CH3:16])([CH3:17])[CH3:18])=[O:19])[cH:20][cH:21]2)[n:5][o:6]1.[CH3:33][CH2:34][OH:35].[Na+:32].[Sn:25]([Cl:26])[Cl:27]>>[CH3:1][c:2]1[n:3][c:4](-[c:7]2[cH:8][c:9]([NH2:22])[c:10]([CH2:11][NH:12][C:13]([O:14][C:15]([CH3:16])([CH3:17])[CH3:18])=[O:19])[cH:20][cH:21]2)[n:5][o:6]1. Reactants: C(C=C)(=O)OCCCC (butyl acrylate), [S] (sulfur). The product is CCCCCCCCCCCCCCCC (cetane), desired product. As a reaction SMILES: C(O[CH2:6][CH2:7][CH2:8][CH3:9])(=O)C=C.[S]>>[CH3:6][CH2:7][CH2:8][CH2:9][CH2:6][CH2:7][CH2:8][CH2:9][CH2:6][CH2:7][CH2:8][CH2:9][CH2:6][CH2:7][CH2:8][CH3:9] |^3:9|. Procedure details: Another cetane improver was prepared as in Example 5 except that butyl acrylate was utilized and reacted with sulfur on a 1 to 1.5 mole basis. The desired product was obtained. When the cetane improver was tested at 0.3% in a 50/50% mixture of Fuel #1 and Fuel #2, a cetane improvement of 3.5 was obtained according to A.S.T.M. Test D 976. Starting materials: BrC1=CC(=C(C=C1)C(=O)N1CCN(CC1)C1=NC=C(C=C1C)CC)N1S(CCC1)(=O)=O ([4-bromo-2-(1,1-dioxoisothiazolidin-2-yl)phenyl][4-(5-ethyl-3-methylpyridin-2-yl)piperazin-1-yl]methanone), O=C1OC[C@H](N1)COC(C1=CC=CC=C1)=O (benzoic acid (R)-2-oxooxazolidin-4-ylmethyl ester). Product: C(C1=CC=CC=C1)(=O)OC[C@H]1N(C(OC1)=O)C1=CC(=C(C=C1)C(=O)N1CCN(CC1)C1=NC=C(C=C1C)CC)N1S(CCC1)(=O)=O ((R)-4-benzoyloxymethyl-3-{3-(1,1-dioxoisothiazolidin-2-yl)-4-[4-(5-ethyl-3-methylpyridin-2-yl)piperazine-1-carbonyl]phenyl}oxazolidin-2-one). Yield: 90.7%. RXN SMILES: Br[C:2]1[CH:7]=[CH:6][C:5]([C:8]([N:10]2[CH2:15][CH2:14][N:13]([C:16]3[C:21]([CH3:22])=[CH:20][C:19]([CH2:23][CH3:24])=[CH:18][N:17]=3)[CH2:12][CH2:11]2)=[O:9])=[C:4]([N:25]2[CH2:29][CH2:28][CH2:27][S:26]2(=[O:31])=[O:30])[CH:3]=1.[O:32]=[C:33]1[NH:37][C@H:36]([CH2:38][O:39][C:40](=[O:47])[C:41]2[CH:46]=[CH:45][CH:44]=[CH:43][CH:42]=2)[CH2:35][O:34]1>>[C:40]([O:39][CH2:38][C@@H:36]1[CH2:35][O:34][C:33](=[O:32])[N:37]1[C:2]1[CH:7]=[CH:6][C:5]([C:8]([N:10]2[CH2:15][CH2:14][N:13]([C:16]3[C:21]([CH3:22])=[CH:20][C:19]([CH2:23][CH3:24])=[CH:18][N:17]=3)[CH2:12][CH2:11]2)=[O:9])=[C:4]([N:25]2[CH2:29][CH2:28][CH2:27][S:26]2(=[O:31])=[O:30])[CH:3]=1)(=[O:47])[C:41]1[CH:42]=[CH:43][CH:44]=[CH:45][CH:46]=1. Procedure details: By reaction and treatment in the same manner as in Preparation Example 91 and using [4-bromo-2-(1,1-dioxoisothiazolidin-2-yl)phenyl][4-(5-ethyl-3-methylpyridin-2-yl)piperazin-1-yl]methanone (3.04 g) described in Preparation Example 180 and benzoic acid (R)-2-oxooxazolidin-4-ylmethyl ester (1.33 g), the title compound (3.52 g) was obtained.